This data is from the Open Reaction Database (ORD), a public repository of structured organic reaction records. The task is: describe an organic reaction: reactants, conditions, products, and yield The reactants are COc1ccc2c(c1)CC1(CCOS(C)(=O)=O)CCC(=O)C(C)=C21, CC(C)=O, [I-], [Na+]. The product is COc1ccc2c(c1)CC1(CCI)CCC(=O)C(C)=C21. RXN SMILES: [CH3:1][S:2]([O:3][CH2:6][CH2:7][C:8]12[CH2:9][CH2:10][C:11](=[O:24])[C:12]([CH3:23])=[C:13]1[c:14]1[cH:15][cH:16][c:17]([O:21][CH3:22])[cH:18][c:19]1[CH2:20]2)(=[O:4])=[O:5].[CH3:27][C:28](=[O:29])[CH3:30].[I-:26].[Na+:25]>>[CH2:6]([CH2:7][C:8]12[CH2:9][CH2:10][C:11](=[O:24])[C:12]([CH3:23])=[C:13]1[c:14]1[cH:15][cH:16][c:17]([O:21][CH3:22])[cH:18][c:19]1[CH2:20]2)[I:26].